describe an organic reaction: reactants, conditions, products, and yield From a dataset of the Open Reaction Database (ORD), a public repository of structured organic reaction records. Reactants: CC#N, CCN(C(C)C)C(C)C, Cc1ccc(N2CCc3ncnc(Cl)c3C2)c(C#N)c1, NC(CCO)c1ccc(C(F)(F)F)nc1. Yields the product Cc1ccc(N2CCc3ncnc(NC(CCO)c4ccc(C(F)(F)F)nc4)c3C2)c(C#N)c1. As a reaction SMILES: [CH3:45][C:46]#[N:47].[CH:36]([N:37]([CH2:38][CH3:39])[CH:40]([CH3:41])[CH3:42])([CH3:43])[CH3:44].[Cl:1][c:2]1[c:3]2[c:4]([n:5][cH:6][n:7]1)[CH2:8][CH2:9][N:10]([c:12]1[c:13]([C:14]#[N:15])[cH:16][c:17]([CH3:20])[cH:18][cH:19]1)[CH2:11]2.[NH2:21][CH:22]([CH2:23][CH2:24][OH:25])[c:26]1[cH:27][n:28][c:29]([C:32]([F:33])([F:34])[F:35])[cH:30][cH:31]1>>[c:2]1([NH:21][CH:22]([CH2:23][CH2:24][OH:25])[c:26]2[cH:27][n:28][c:29]([C:32]([F:33])([F:34])[F:35])[cH:30][cH:31]2)[c:3]2[c:4]([n:5][cH:6][n:7]1)[CH2:8][CH2:9][N:10]([c:12]1[c:13]([C:14]#[N:15])[cH:16][c:17]([CH3:20])[cH:18][cH:19]1)[CH2:11]2. Reactants: CC1=NOC(=C1S(=O)(=O)Cl)C (3,5-dimethyl-4-isoxazolesulfonyl chloride), N[C@@H](CCN1CCC(CC1)C=1C=C(C=CC1)NC(C(C)C)=O)C1=CC=CC=C1 (N-(3-{1-[(3S)-3-amino-3-phenylpropyl]-4-piperidinyl}phenyl)-2-methylpropanamide). Product: CC1=NOC(=C1S(=O)(=O)N[C@@H](CCN1CCC(CC1)C=1C=C(C=CC1)NC(C(C)C)=O)C1=CC=CC=C1)C (N-{3-[1-((3S)-3-{[(3,5-DIMETHYL-4-ISOXAZOLYL)SULFONYL]AMINO}-3-PHENYLPROPYL)-4-PIPERIDINYL]PHENYL}-2-METHYLPROPANAMIDE). RXN SMILES: [CH3:1][C:2]1[C:6]([S:7](Cl)(=[O:9])=[O:8])=[C:5]([CH3:11])[O:4][N:3]=1.[NH2:12][C@H:13]([C:34]1[CH:39]=[CH:38][CH:37]=[CH:36][CH:35]=1)[CH2:14][CH2:15][N:16]1[CH2:21][CH2:20][CH:19]([C:22]2[CH:23]=[C:24]([NH:28][C:29](=[O:33])[CH:30]([CH3:32])[CH3:31])[CH:25]=[CH:26][CH:27]=2)[CH2:18][CH2:17]1>>[CH3:1][C:2]1[C:6]([S:7]([NH:12][C@H:13]([C:34]2[CH:35]=[CH:36][CH:37]=[CH:38][CH:39]=2)[CH2:14][CH2:15][N:16]2[CH2:21][CH2:20][CH:19]([C:22]3[CH:23]=[C:24]([NH:28][C:29](=[O:33])[CH:30]([CH3:32])[CH3:31])[CH:25]=[CH:26][CH:27]=3)[CH2:18][CH2:17]2)(=[O:9])=[O:8])=[C:5]([CH3:11])[O:4][N:3]=1. Procedure details: Prepared by Procedure Q1 and Scheme AC using 3,5-dimethyl-4-isoxazolesulfonyl chloride and N-(3-{1-[(3S)-3-amino-3-phenylpropyl]-4-piperidinyl}phenyl)-2-methylpropanamide: 1H NMR (400 MHz, CDCl3) δ 7.53 (s, 2H), 7.3–7.1 (m, 5H) 7.05 (t, 2H, J=6.5 Hz), 6.81 (d, 1H, J=7.1 Hz), 4.65 (dd, 1H, J=6.3, 2.2 Hz), 3.11 (t, 2H, J=7.2 Hz), 2.4 (m, 4H), 2.2 (s, 3H), 2.05 (m, 2H), 2.01 (s, 3H), 2.0–1.8 (m, 7H), 1.21 (d, 6H, J=7.1 Hz); ESMS m/e: 539.5 (M+H)+. Starting materials: Clc1ncc(Cl)c(-c2c[nH]c3ccccc23)n1, COc1cc(N2CCC(N3CCN(C)CC3)CC2)c(F)cc1N. The product is COc1cc(N2CCC(N3CCN(C)CC3)CC2)c(F)cc1Nc1ncc(Cl)c(-c2c[nH]c3ccccc23)n1. Reaction SMILES: [Cl:1][c:2]1[n:3][cH:4][c:5]([Cl:17])[c:6](-[c:8]2[cH:9][nH:10][c:11]3[cH:12][cH:13][cH:14][cH:15][c:16]23)[n:7]1.[F:18][c:19]1[c:20]([N:28]2[CH2:29][CH2:30][CH:31]([N:34]3[CH2:35][CH2:36][N:37]([CH3:40])[CH2:38][CH2:39]3)[CH2:32][CH2:33]2)[cH:21][c:22]([O:26][CH3:27])[c:23]([NH2:24])[cH:25]1>>[c:2]1([NH:24][c:23]2[c:22]([O:26][CH3:27])[cH:21][c:20]([N:28]3[CH2:29][CH2:30][CH:31]([N:34]4[CH2:35][CH2:36][N:37]([CH3:40])[CH2:38][CH2:39]4)[CH2:32][CH2:33]3)[c:19]([F:18])[cH:25]2)[n:3][cH:4][c:5]([Cl:17])[c:6](-[c:8]2[cH:9][nH:10][c:11]3[cH:12][cH:13][cH:14][cH:15][c:16]23)[n:7]1. The reactants are BrC1=CC=2C3=C(C=NC2C=C1)N(C(N3C=3C(=NN(C3)C)C)=O)C (8-bromo-1-(1,3-dimethyl-1H-pyrazol-4-yl)-3-methyl-1,3-dihydro-imidazo[4,5-c]quinolin-2-one), BrC1=CC=2C3=C(C=NC2C=C1)N(C(N3C=3C(=NN(C3)C)C)=O)C (8-bromo-1-(1,3-dimethyl-1H-pyrazol-4-yl)-3-methyl-1,3-dihydro-imidazo[4,5-c]quinolin-2-one), FC=1C(=NC=C(C1)B(O)O)OC (3-fluoro-2-methoxypyridine-5-boronic acid). Yields the product CN1N=C(C(=C1)N1C(N(C=2C=NC=3C=CC(=CC3C21)C=2C=NC(=C(C2)F)OC)C)=O)C (1-(1,3-Dimethyl-1H-pyrazol-4-yl)-8-(5-fluoro-6-methoxy-pyridin-3-yl)-3-methyl-1,3-dihydro-imidazo[4,5-c]quinolin-2-one). RXN SMILES: Br[C:2]1[CH:11]=[CH:10][C:9]2[N:8]=[CH:7][C:6]3[N:12]([CH3:23])[C:13](=[O:22])[N:14]([C:15]4[C:16]([CH3:21])=[N:17][N:18]([CH3:20])[CH:19]=4)[C:5]=3[C:4]=2[CH:3]=1.[F:24][C:25]1[C:26]([O:34][CH3:35])=[N:27][CH:28]=[C:29](B(O)O)[CH:30]=1>>[CH3:20][N:18]1[CH:19]=[C:15]([N:14]2[C:5]3[C:4]4[CH:3]=[C:2]([C:29]5[CH:28]=[N:27][C:26]([O:34][CH3:35])=[C:25]([F:24])[CH:30]=5)[CH:11]=[CH:10][C:9]=4[N:8]=[CH:7][C:6]=3[N:12]([CH3:23])[C:13]2=[O:22])[C:16]([CH3:21])=[N:17]1. Procedure details: The title compound was synthesized in a similar manner as described for Example 1.1 using 8-bromo-1-(1,3-dimethyl-1H-pyrazol-4-yl)-3-methyl-1,3-dihydro-imidazo[4,5-c]quinolin-2-one (Intermediate A, 40 mg, 0.105 mmol) and 3-fluoro-2-methoxypyridine-5-boronic acid (Apollo Scientific, Cheshire, United Kingdom, 21 mg, 0.123 mmol) to give the title compound as a pink solid. (HPLC: tR 2.70 min (Method A); M+H=419 MS-ES; 1H-NMR (d6-DMSO, 400 MHz) 8.97 (s, 1H), 8.18-8.05 (m, 3H), 7.96-7.89 (m, 1H), 7.81... The reactants are CCN(C(C)C)C(C)C (DIPEA), BrP(C1=CC=CC=C1)(C1=CC=CC=C1)(C1=CC=CC=C1)Br (Dibromo(triphenyl)phosphorane), C[Si](C#CC(=O)O)(C)C (3-trimethylsilylprop-2-ynoic acid), NC=1C(=NC(=CN1)C1=CC=C(C=C1)S(=O)(=O)C(C)C)C(=O)NN (3-amino-6-(4-(isopropylsulfonyl)phenyl)pyrazine-2-carbohydrazide), C([O-])([O-])=O.[K+].[K+] (potassium carbonate). Solvent: C(C)(=O)OCC (ethyl acetate), O (water), C(C)#N (acetonitrile). Reaction conditions: time 30 minute. Product: C(#C)C1=NN=C(O1)C=1C(=NC=C(N1)C1=CC=C(C=C1)S(=O)(=O)C(C)C)N (3-(5-ethynyl-1,3,4-oxadiazol-2-yl)-5-(4-isopropylsulfonylphenyl)pyrazin-2-amine). Yield: 25.3%. Reaction SMILES: BrP(Br)(C1C=CC=CC=1)(C1C=CC=CC=1)[C:3]1[CH:8]=CC=C[CH:4]=1.C[Si](C)(C)C#CC(O)=O.[NH2:31][C:32]1[C:33]([C:50]([NH:52][NH2:53])=[O:51])=[N:34][C:35]([C:38]2[CH:43]=[CH:42][C:41]([S:44]([CH:47]([CH3:49])[CH3:48])(=[O:46])=[O:45])=[CH:40][CH:39]=2)=[CH:36][N:37]=1.CCN(C(C)C)C(C)C.C(=O)([O-])[O-].[K+].[K+]>C(#N)C.C(OCC)(=O)C.O>[C:3]([C:8]1[O:51][C:50]([C:33]2[C:32]([NH2:31])=[N:37][CH:36]=[C:35]([C:38]3[CH:39]=[CH:40][C:41]([S:44]([CH:47]([CH3:49])[CH3:48])(=[O:45])=[O:46])=[CH:42][CH:43]=3)[N:34]=2)=[N:52][N:53]=1)#[CH:4] |f:4.5.6|. Procedure details: Dibromo(triphenyl)phosphorane (1.208 g, 2.862 mmol) was added to a suspension of 3-trimethylsilylprop-2-ynoic acid (84.8 mg, 0.60 mmol) and 3-amino-6-(4-(isopropylsulfonyl)phenyl)pyrazine-2-carbohydrazide (200 mg, 0.60 mmol) in acetonitrile (3.000 mL) at room temperature and the resulting solution stirred for 30 min. DIPEA (385.4 mg, 519.4 μL, 2.982 mmol) was then added and a precipitate quickly formed. The resulting mixture was stirred at room temperature for 1 h and was then filtered. The reac... The reactants are C(C)(C)(C)C1=C(C=C(C(=O)N2[C@@](C[C@@H]([C@@H]2C2=CN=C(S2)Cl)C2=NC=CN=C2)(C(=O)OC(C)(C)C)CC(C)C)C=C1)OC (rel-(2S,4S,5R)-1-(4-tert-butyl-3-methoxybenzoyl)-2-isobutyl-4-pyrazin-2-yl-5-(2-chloro-1,3-thiazol-5-yl)pyrrolidine-2-carboxylic acid, tert butyl ester), C(=O)(C(F)(F)F)O (TFA). The product is C(C)(C)(C)C1=C(C=C(C(=O)N2[C@@](C[C@@H]([C@@H]2C2=CN=C(S2)Cl)C2=NC=CN=C2)(C(=O)O)CC(C)C)C=C1)OC (rel-(2S,4S,5R)-1-(4-tert-Butyl-3-methoxybenzoyl)-2-isobutyl-4-(pyrazin-2-yl)-5-(2-chloro-1,3-thiazol-5-yl)pyrrolidine-2-carboxylic acid). Reaction SMILES: [C:1]([C:5]1[CH:40]=[CH:39][C:8]([C:9]([N:11]2[C@@H:15]([C:16]3[S:20][C:19]([Cl:21])=[N:18][CH:17]=3)[C@@H:14]([C:22]3[CH:27]=[N:26][CH:25]=[CH:24][N:23]=3)[CH2:13][C@@:12]2([CH2:35][CH:36]([CH3:38])[CH3:37])[C:28]([O:30]C(C)(C)C)=[O:29])=[O:10])=[CH:7][C:6]=1[O:41][CH3:42])([CH3:4])([CH3:3])[CH3:2].C(O)(C(F)(F)F)=O>>[C:1]([C:5]1[CH:40]=[CH:39][C:8]([C:9]([N:11]2[C@@H:15]([C:16]3[S:20][C:19]([Cl:21])=[N:18][CH:17]=3)[C@@H:14]([C:22]3[CH:27]=[N:26][CH:25]=[CH:24][N:23]=3)[CH2:13][C@@:12]2([CH2:35][CH:36]([CH3:37])[CH3:38])[C:28]([OH:30])=[O:29])=[O:10])=[CH:7][C:6]=1[O:41][CH3:42])([CH3:3])([CH3:4])[CH3:2]. Reported procedure: The tert-butyl ester from stage A was deprotected with TFA in a similar manner to that described in Example 1, to afford the title compound as a solid. Reactants: BrC1=CC=C(C=C1)[C@@H](C1=CC=C(C=C1)F)N[C@H](CO)CC(C)C ((2S)-2-{(R)-[(4-bromophenyl)-(4-fluorophenyl)-methyl]-amino}-4-methylpentan-1-ol), O (water), I(=O)(=O)(=O)O (periodic acid), oxide, H5IO6, CrO3, P(=O)([O-])([O-])O.[Na+].[Na+] (Disodium phosphate). Reagents/catalysts: [Cr] (chromium). The solvent is C(C)#N (acetonitrile), C(C)#N (acetonitrile), CC#N (CH3CN). Run at time 2 hour. Yields the product BrC1=CC=C(C=C1)[C@@H](C1=CC=C(C=C1)F)N[C@H](C(=O)O)CC(C)C ((2S)-2-{(R)-[(4-bromophenyl)-(4-fluorophenyl)-methyl]-amino}-4-methylpentanoic acid). RXN SMILES: [Br:1][C:2]1[CH:7]=[CH:6][C:5]([C@H:8]([NH:16][C@@H:17]([CH2:20][CH:21]([CH3:23])[CH3:22])[CH2:18][OH:19])[C:9]2[CH:14]=[CH:13][C:12]([F:15])=[CH:11][CH:10]=2)=[CH:4][CH:3]=1.O.I(O)(=O)(=O)=[O:26].P(O)([O-])([O-])=O.[Na+].[Na+]>C(#N)C.[Cr]>[Br:1][C:2]1[CH:3]=[CH:4][C:5]([C@H:8]([NH:16][C@@H:17]([CH2:20][CH:21]([CH3:23])[CH3:22])[C:18]([OH:26])=[O:19])[C:9]2[CH:14]=[CH:13][C:12]([F:15])=[CH:11][CH:10]=2)=[CH:6][CH:7]=1 |f:3.4.5|. Reported procedure: To a solution of (2S)-2-{(R)-[(4-bromophenyl)-(4-fluorophenyl)-methyl]-amino}-4-methylpentan-1-ol (3.28 g, 8.65 mmol) in acetonitrile (50 mL) containing water (0.375 mL) at 0-5° C. was added, over 20 minutes, a solution of periodic acid and chromium [VI] oxide in acetonitrile (50 mL: prepared by dissolving 11.4 grams of H5IO6 and 23 mg of CrO3 in 100 mL of CH3CN and stirring for 2 hours at room temperature according to the procedure described in Tetrahedron Letters, 1998, vol. 39, p. 5323-5326)....